Dataset: the Open Reaction Database (ORD), a public repository of structured organic reaction records. Task: describe an organic reaction: reactants, conditions, products, and yield Reactants: S1C=NC(=C1)CN1N=C(C=C1)\C=C\1/CN(CCC1=O)C(C1=CC=CC=C1)(C1=CC=CC=C1)C1=CC=CC=C1 ((E)-3-({1-[(1,3-thiazol-4-yl)methyl]-1H-pyrazol-3-yl}methylidene)-1-(triphenylmethyl)piperidin-4-one), [BH4-].[Na+] (sodium borohydride), O (water), C(C)(=O)OCC (ethyl acetate). Solvent: CO (methanol). Reaction conditions: time 0.5 hour. The product is S1C=NC(=C1)CN1N=C(C=C1)\C=C\1/CN(CCC1O)C(C1=CC=CC=C1)(C1=CC=CC=C1)C1=CC=CC=C1 ((E)-3-({1-[(1,3-thiazol-4-yl)methyl]-1H-pyrazol-3-yl}methylidene)-1-(triphenylmethyl)piperidin-4-ol). Yield: 100.4%. Reaction SMILES: [S:1]1[CH:5]=[C:4]([CH2:6][N:7]2[CH:11]=[CH:10][C:9](/[CH:12]=[C:13]3\[CH2:14][N:15]([C:20]([C:33]4[CH:38]=[CH:37][CH:36]=[CH:35][CH:34]=4)([C:27]4[CH:32]=[CH:31][CH:30]=[CH:29][CH:28]=4)[C:21]4[CH:26]=[CH:25][CH:24]=[CH:23][CH:22]=4)[CH2:16][CH2:17][C:18]\3=[O:19])=[N:8]2)[N:3]=[CH:2]1.[BH4-].[Na+].O.C(OCC)(=O)C>CO>[S:1]1[CH:5]=[C:4]([CH2:6][N:7]2[CH:11]=[CH:10][C:9](/[CH:12]=[C:13]3\[CH2:14][N:15]([C:20]([C:33]4[CH:38]=[CH:37][CH:36]=[CH:35][CH:34]=4)([C:27]4[CH:28]=[CH:29][CH:30]=[CH:31][CH:32]=4)[C:21]4[CH:26]=[CH:25][CH:24]=[CH:23][CH:22]=4)[CH2:16][CH2:17][CH:18]\3[OH:19])=[N:8]2)[N:3]=[CH:2]1 |f:1.2|. Procedure details: To a solution of (E)-3-({1-[(1,3-thiazol-4-yl)methyl]-1H-pyrazol-3-yl}methylidene)-1-(triphenylmethyl)piperidin-4-one (2.48 g) in methanol (25 ml) was added sodium borohydride (0.09 g) at room temperature. After being stirred at the same temperature for 0.5 hour, water and ethyl acetate were added and the product was extracted. The separated organic layer was washed with a saturated aqueous sodium chloride solution and dried over anhydrous magnesium sulfate. Evaporation of the solvent under redu... RXN SMILES: [CH3:1][N:2]([C:3]1([c:11]2[cH:12][cH:13][cH:14][cH:15][cH:16]2)[CH2:4][CH:5]([CH3:10])[C:6](=[O:9])[CH2:7][CH2:8]1)[CH3:17].[CH3:43][CH2:44][OH:45].[Cl:40][CH2:41][Cl:42].[F:30][C:31]([F:32])([F:33])[S:34]([OH:35])(=[O:36])=[O:37].[Na+:39].[OH-:38].[OH2:46].[OH:18][CH2:19][CH2:20][c:21]1[cH:22][nH:23][c:24]2[cH:25][cH:26][cH:27][cH:28][c:29]12>>[CH3:1][N:2]([C:3]1([c:11]2[cH:12][cH:13][cH:14][cH:15][cH:16]2)[CH2:4][CH:5]([CH3:10])[C:6]2([CH2:7][CH2:8]1)[O:9][CH2:19][CH2:20][c:21]1[c:22]2[nH:23][c:24]2[cH:25][cH:26][cH:27][cH:28][c:29]12)[CH3:17]. Starting materials: CC1CC(c2ccccc2)(N(C)C)CCC1=O, CCO, ClCCl, O=S(=O)(O)C(F)(F)F, [Na+], [OH-], O, OCCc1c[nH]c2ccccc12. Yields the product CC1CC(c2ccccc2)(N(C)C)CCC12OCCc1c2[nH]c2ccccc12. The reactants are CCI, CC#N, CC1=Nc2ccc3ccccc3c2C1(C)C. The product is CC[N+]1=C(C)C(C)(C)c2c1ccc1ccccc21, [I-]. Reaction SMILES: [CH2:1]([CH3:2])[I:3].[CH3:20][C:21]#[N:22].[CH3:4][C:5]1([CH3:19])[C:6]([CH3:18])=[N:7][c:8]2[cH:9][cH:10][c:11]3[c:12]([c:13]21)[cH:14][cH:15][cH:16][cH:17]3>>[CH2:1]([CH3:2])[N+:7]1=[C:6]([CH3:18])[C:5]([CH3:4])([CH3:19])[c:13]2[c:8]1[cH:9][cH:10][c:11]1[c:12]2[cH:14][cH:15][cH:16][cH:17]1.[I-:3]. Starting materials: BrC=1C=C(CN2N=CN=C2)C=CC1OC (1-(3-Bromo-4-methoxy-benzyl)-1H-[1,2,4]triazole), N1=C2C(=NO1)C=C(C=C2)B(O)O (benzo[1,2,5]oxadiazole-5-boronic acid), C1(=CC=CC=C1)P(C1=CC=CC=C1)C1=CC=CC=C1 (triphenyl phosphine), C([O-])([O-])=O.[Cs+].[Cs+] (cesium carbonate). The reagents and catalysts are C(C1=CC=CC=C1)=CC(=O)C=CC1=CC=CC=C1.C(C1=CC=CC=C1)=CC(=O)C=CC1=CC=CC=C1.[Pd] (palladium(0) bis(dibenzylideneacetone)). Run in CN(C=O)C (dimethylformamide). Reaction conditions: temperature 85 celsius, time 8 hour. Yields the product COC1=C(C=C(C=C1)CN1N=CN=C1)C=1C=CC=2C(=NON2)C1 (5-(2-Methoxy-5-[1,2,4]triazol-1-ylmethyl-phenyl)-benzo[1,2,5]oxadiazole). The yield is 39.0%. As a reaction SMILES: Br[C:2]1[CH:3]=[C:4]([CH:11]=[CH:12][C:13]=1[O:14][CH3:15])[CH2:5][N:6]1[CH:10]=[N:9][CH:8]=[N:7]1.[N:16]1[O:20][N:19]=[C:18]2[CH:21]=[C:22](B(O)O)[CH:23]=[CH:24][C:17]=12.C1(P(C2C=CC=CC=2)C2C=CC=CC=2)C=CC=CC=1.C(=O)([O-])[O-].[Cs+].[Cs+]>CN(C)C=O.C(=CC(C=CC1C=CC=CC=1)=O)C1C=CC=CC=1.C(=CC(C=CC1C=CC=CC=1)=O)C1C=CC=CC=1.[Pd]>[CH3:15][O:14][C:13]1[CH:12]=[CH:11][C:4]([CH2:5][N:6]2[CH:10]=[N:9][CH:8]=[N:7]2)=[CH:3][C:2]=1[C:22]1[CH:23]=[CH:24][C:17]2[C:18]([CH:21]=1)=[N:19][O:20][N:16]=2 |f:3.4.5,7.8.9|. Procedure details: A suspension of 1-(3-Bromo-4-methoxy-benzyl)-1H-[1,2,4]triazole (I-104, 402 mg, 1.50 mmol), benzo[1,2,5]oxadiazole-5-boronic acid (I-105, 246 mg, 1.50 mmol), palladium(0) bis(dibenzylideneacetone) (43 mg, 0.075 mmol), and triphenyl phosphine (39.3 mg, 0.15 mmol) in dimethylformamide (15 mL) and 1 M aqueous cesium carbonate (4.5 mL, 4.5 mmol) was heated to 85° C. with stirring overnight. The solvent was removed under vacuum and the residue suspended in ethyl acetate (15 mL). The organic suspensio... Starting materials: FC1=CC2=C(N=CNC2=O)C=N1 (6-fluoropyrido[3,4-d]pyrimidin-4(3H)-one), FC1=C(C=C(N)C=C1)C(F)(F)F (4-fluoro-3-(trifluoromethyl)aniline). Reagents/catalysts: CN(C)C=O (DMF). Solvent: C(Cl)Cl (CH2Cl2), O=S(Cl)Cl (SOCl2), C(Cl)Cl (CH2Cl2), CC(C)O (iPrOH). Run at temperature 84 celsius, time 15 minute. Product: FC1=CC2=C(N=CN=C2NC2=CC(=C(C=C2)F)C(F)(F)F)C=N1 (6-fluoro-N-(4-fluoro-3-(trifluoromethyl)phenyl)pyrido[3,4-d]pyrimidin-4-amine). The yield is 100.0%. As a reaction SMILES: [F:1][C:2]1[N:12]=[CH:11][C:5]2[N:6]=[CH:7][NH:8][C:9](=O)[C:4]=2[CH:3]=1.[F:13][C:14]1[CH:20]=[CH:19][C:17]([NH2:18])=[CH:16][C:15]=1[C:21]([F:24])([F:23])[F:22]>O=S(Cl)Cl.C(Cl)Cl.CN(C=O)C.CC(O)C>[F:1][C:2]1[N:12]=[CH:11][C:5]2[N:6]=[CH:7][N:8]=[C:9]([NH:18][C:17]3[CH:19]=[CH:20][C:14]([F:13])=[C:15]([C:21]([F:24])([F:22])[F:23])[CH:16]=3)[C:4]=2[CH:3]=1. Reported procedure: A suspension of 6-fluoropyrido[3,4-d]pyrimidin-4(3H)-one (93) (4.90 g, 29.68 mmol) in SOCl2 (250 mL), CH2Cl2 (50 mL) and DMF (8 drops) was heated under reflux for 3 h. The solvents were then removed by vacuum distillation and the residue was evaporated to dryness. The resulting crude 4-chloro-6-fluoropyrido[3,4-d]pyrimidine was dissolved in CH2Cl2 (50 mL) and iPrOH (120 mL), to which 4-fluoro-3-(trifluoromethyl)aniline (5.85 g, 32.66 mmol) was added before the solution was heated under reflux at... Starting materials: [K], CN(C)C=O, O, Oc1cccc2cccnc12. The product is O=C(O)c1ccc2cccnc2c1O. Reaction SMILES: [K:1].[O:13]=[CH:14][N:15]([CH3:16])[CH3:17].[OH2:18].[OH:2][c:3]1[cH:4][cH:5][cH:6][c:7]2[cH:8][cH:9][cH:10][n:11][c:12]12>>[OH:2][c:3]1[c:4]([C:14]([OH:13])=[O:18])[cH:5][cH:6][c:7]2[cH:8][cH:9][cH:10][n:11][c:12]12.